From a dataset of the Open Reaction Database (ORD), a public repository of structured organic reaction records. describe an organic reaction: reactants, conditions, products, and yield Reactants: [BH4-].[Na+] (NaBH4), ((11-N-phthalimidoundecyl)-ethoxyphosphinyl)methylphosphonic acid dimethyl ester, NCCCCCCCCCCCP(=O)(OCC)CP(O)(O)=O (((11-aminoundecyl)-ethoxyphosphinyl) methylphosphonic acid). The solvent is O (water), CC(C)O (2-propanol), O (water), Cl (HCl). Conditions: temperature 10 celsius. Yields the product NCCCCCCCCCCCP(=O)(O)CP(O)(O)=O (((11-aminoundecyl)-hydroxyphosphinyl) methylphosphonic acid). RXN SMILES: [BH4-].[Na+].[NH2:3][CH2:4][CH2:5][CH2:6][CH2:7][CH2:8][CH2:9][CH2:10][CH2:11][CH2:12][CH2:13][CH2:14][P:15]([CH2:20][P:21](=[O:24])([OH:23])[OH:22])([O:17]CC)=[O:16]>CC(O)C.O.Cl>[NH2:3][CH2:4][CH2:5][CH2:6][CH2:7][CH2:8][CH2:9][CH2:10][CH2:11][CH2:12][CH2:13][CH2:14][P:15]([CH2:20][P:21](=[O:22])([OH:23])[OH:24])([OH:17])=[O:16] |f:0.1|. Procedure details: ((11-N-phthalimidoundecyl)-ethoxyphosphinyl)methylphosphonic acid dimethyl ester (37.15 g, 78 mmol) was dissolved in a mixture of 2-propanol (165 mL) and water (26 mL). The mixture was cooled to about 10° C. in an ice bath and NaBH4 (11.11 g, 293 mmol, 3.8 eq.) was added slowly. The mixture was filtered and then cooled to below 5° C. in an ice bath. Acetic acid (70 mL) was then added slowly to the mixture. When the addition was complete the mixture was heated to 90° C. for 6 days. The mixture wa... Starting materials: C(C1=CC=CC=C1)N1C(CN(CC(C1)[N+](=O)[O-])C)C (1-Benzyl-2,4-dimethyl-6-nitrohexahydro-1H-1,4-diazepine), C(C)(=O)O (acetic acid). Reagents/catalysts: [Ni] (Raney-nickel). Run in C(C)O (ethanol). Reaction conditions: temperature 25 celsius, time 2 hour. The product is C(C)(=O)NC1CN(CC(N(C1)CC1=CC=CC=C1)C)C (6-acetylamino-1-benzyl-2,4-dimethylhexahydro-1H-1,4-diazepine). As a reaction SMILES: [CH2:1]([N:8]1[CH2:14][CH:13]([N+:15]([O-])=O)[CH2:12][N:11]([CH3:18])[CH2:10][CH:9]1[CH3:19])[C:2]1[CH:7]=[CH:6][CH:5]=[CH:4][CH:3]=1.[C:20](O)(=[O:22])[CH3:21]>C(O)C.[Ni]>[C:20]([NH:15][CH:13]1[CH2:14][N:8]([CH2:1][C:2]2[CH:7]=[CH:6][CH:5]=[CH:4][CH:3]=2)[CH:9]([CH3:19])[CH2:10][N:11]([CH3:18])[CH2:12]1)(=[O:22])[CH3:21]. Procedure: 1-Benzyl-2,4-dimethyl-6-nitrohexahydro-1H-1,4-diazepine (5.1 g) is dissolved in ethanol (100 ml) and acetic acid (5 ml) and hydrogenated over Raney-nickel (about 1 g) at 25° C. After the calculated amount of the hydrogen is absorbed, the catalyst is filtered off. The filtrate is evaporated under reduced pressure. The residue is dissolved in chloroform (100 ml), and acetic anhydride (4.0 g) is added to the solution. The reaction mixture is stirred for 2 hours at 25° C., diluted with aqueous sodiu... Starting materials: COC(C1=C(C=C(C=C1C)Br)CBr)=O (4-Bromo-2-bromomethyl-6-methylbenzoic acid methyl ester), O(C1=CC=CC=C1)C1=CC=C(CN)C=C1 (4-phenoxy benzylamine), C(=O)([O-])[O-].[K+].[K+] (K2CO3). The solvent is C1(=CC=CC=C1)C (toluene). Product: BrC=1C=C2CN(C(C2=C(C1)C)=O)CC1=CC=C(C=C1)OC1=CC=CC=C1 (5-Bromo-7-methyl-2-(4-phenoxybenzyl)-2,3-dihydroisoindol-1-one). The yield is 67.2%. Reaction SMILES: CO[C:3](=[O:14])[C:4]1[C:9]([CH3:10])=[CH:8][C:7]([Br:11])=[CH:6][C:5]=1[CH2:12]Br.[O:15]([C:22]1[CH:29]=[CH:28][C:25]([CH2:26][NH2:27])=[CH:24][CH:23]=1)[C:16]1[CH:21]=[CH:20][CH:19]=[CH:18][CH:17]=1.C([O-])([O-])=O.[K+].[K+]>C1(C)C=CC=CC=1>[Br:11][C:7]1[CH:6]=[C:5]2[C:4](=[C:9]([CH3:10])[CH:8]=1)[C:3](=[O:14])[N:27]([CH2:26][C:25]1[CH:28]=[CH:29][C:22]([O:15][C:16]3[CH:17]=[CH:18][CH:19]=[CH:20][CH:21]=3)=[CH:23][CH:24]=1)[CH2:12]2 |f:2.3.4|. Reported procedure: 4-Bromo-2-bromomethyl-6-methylbenzoic acid methyl ester (762 mg, 2.37 mmol), 4-phenoxy benzylamine (0.543 mL, 3.56 mmol) and K2CO3 (981 mg, 7.10 mmol) were stirred in toluene (10 mL) at 95° C. for 12 hours. The reaction was partitioned between ethyl acetate and water and the organic layer was washed with brine and dried over anhydrous Na2-SO4. The solvent was removed under reduced pressure and the product was purified by column chromatography (10-25% EtOAc/Hexanes) to afford a yellow oil (650 mg... Starting materials: C(C)(=O)O[C@H]1[C@@H](OC2=CC=C(C=C2)CBr)O[C@@H]([C@@H]([C@@H]1OC(C)=O)OC(C)=O)COC(C)=O (4-Bromomethylphenyl 2,3,4,6-tetra-O-acetyl-α-D-galactopyranoside), aqueous solution, CC(=O)C (acetone). Reagents/catalysts: [N+](=O)([O-])[O-].[Ag+] (silver nitrate). Conditions: temperature 25 celsius, time 2 hour. The product is C(C)(=O)O[C@H]1[C@@H](OC2=CC=C(C=C2)CO)O[C@@H]([C@@H]([C@@H]1OC(C)=O)OC(C)=O)COC(C)=O (4-Hydroxymethylphenyl 2,3,4,6-tetra-O-acetyl-α-D-galactopyranoside). Isolated yield 56.0%. Reaction SMILES: [C:1]([O:4][C@@H:5]1[C@@H:19]([O:20][C:21](=[O:23])[CH3:22])[C@@H:18]([O:24][C:25](=[O:27])[CH3:26])[C@@H:17]([CH2:28][O:29][C:30](=[O:32])[CH3:31])[O:16][C@@H:6]1[O:7][C:8]1[CH:13]=[CH:12][C:11]([CH2:14]Br)=[CH:10][CH:9]=1)(=[O:3])[CH3:2].CC(C)=[O:35]>[N+]([O-])([O-])=O.[Ag+]>[C:1]([O:4][C@@H:5]1[C@@H:19]([O:20][C:21](=[O:23])[CH3:22])[C@@H:18]([O:24][C:25](=[O:27])[CH3:26])[C@@H:17]([CH2:28][O:29][C:30](=[O:32])[CH3:31])[O:16][C@@H:6]1[O:7][C:8]1[CH:13]=[CH:12][C:11]([CH2:14][OH:35])=[CH:10][CH:9]=1)(=[O:3])[CH3:2] |f:2.3|. Procedure: A solution of 1.89 g of the compound 2 in 80 ml of acetone is mixed with an equal volume of a 0.1N aqueous solution of silver nitrate. The mixture is stirred at 25° C. for 2 h, the acetone is then evaporated off under reduced pressure, the remaining aqueous phase is extracted with CH2Cl2 and the extract is washed with water and then dried over anhydrous sodium sulfate, filtered and evaporated to dryness under reduced pressure. The dry residue obtained (1.52 g) is then purified by flash chromatog... The reactants are ( s ), ( m ), ( s ), ( m ), N (NH3), ( s ), ( s ), ( s ), ( s ), ( s ), ( m ), ( s ), ( m ), ( m ), ( 226 ), ( s ), ( m ), NCCCCCO (5-amino-1-pentanol), C(=O)(OCC)N1C(C=2C(C1=O)=CC=CC2)=O (N-carboethoxyphthalimide), ( s ), ( m ), C(C)#N (acetonitrile), ( s ). Run in C(Cl)(Cl)Cl (CHCl3), C1=CC=CC=C1 (benzene). Reaction conditions: time 5 hour. Product: C1(C=2C(C(N1CCCCCO)=O)=CC=CC2)=O (5-Phthalimido-1-pentanol). The yield is 84.0%. RXN SMILES: [NH2:1][CH2:2][CH2:3][CH2:4][CH2:5][CH2:6][OH:7].C(N1[C:17](=[O:18])[C:16]2=[CH:19][CH:20]=[CH:21][CH:22]=[C:15]2[C:14]1=[O:23])(OCC)=O.C(#N)C.N>C1C=CC=CC=1.C(Cl)(Cl)Cl>[C:14]1(=[O:23])[N:1]([CH2:2][CH2:3][CH2:4][CH2:5][CH2:6][OH:7])[C:17](=[O:18])[C:16]2=[CH:19][CH:20]=[CH:21][CH:22]=[C:15]12. Reported procedure: A solution of 5-amino-1-pentanol (5.00 g, 48.5 mmol) in benzene (150 ml) was treated with N-carboethoxyphthalimide (11.0 g, 50.2 mmol) and stirred at room temperature for 5 h. Concentration in vacuo and flash chromatography (25% ethyl acetate/petroleum ether) yielded III-33 (9.6 mg, 84% yield) as a clear, colorless oil: UV (9.65×10-4M, acetonitrile) λmax 292.0 (ε212), 242.4 (226) nm; IR (CHCl3) 3460 (br), 2940 (s), 2860 (s), 1770 (s), 1710 (s), 1610 (s), 1470 (s), 1440 (s), 1400 (s), 1370 (s), 1... Reactants: C(C)SC1(C(NC2=CC=C(C=C12)F)=O)C (3-(ethylthio)-5-fluoro-3-methyl-1,3-dihydro-2(2H)-indolone), [H-].[Na+] (NaH), CI (methyl iodide). Yields the product C(C)SC1(C(N(C2=CC=C(C=C12)F)C)=O)C (3-(Ethylthio)-5-fluoro-1,3-dimethyl-1,3-dihydro-2(2H)-indolone). Reaction SMILES: [CH2:1]([S:3][C:4]1([CH3:15])[C:12]2[C:7](=[CH:8][CH:9]=[C:10]([F:13])[CH:11]=2)[NH:6][C:5]1=[O:14])[CH3:2].[H-].[Na+].[CH3:18]I>>[CH2:1]([S:3][C:4]1([CH3:15])[C:12]2[C:7](=[CH:8][CH:9]=[C:10]([F:13])[CH:11]=2)[N:6]([CH3:18])[C:5]1=[O:14])[CH3:2] |f:1.2|. Procedure details: 11.3 g (0.05 mole) of 3-(ethylthio)-5-fluoro-3-methyl-1,3-dihydro-2(2H)-indolone are methylated as described under 2.2, starting with 2.6 g (0.055 mole) of 50% strength NaH and 3.7 ml of methyl iodide. The reactants are ClC1=NC2=CC=C(C=C2N=C1N(C)C(C)C)C(=O)OC (methyl 2-chloro-3-(isopropyl(methyl)amino)quinoxaline-6-carboxylate), N1=CC=C(C=C1)B(O)O (pyridin-4-ylboronic acid), [O-]P(=O)([O-])[O-].[K+].[K+].[K+] (K3PO4). The reagents and catalysts are C=1C=CC(=CC1)[P](C=2C=CC=CC2)(C=3C=CC=CC3)[Pd]([P](C=4C=CC=CC4)(C=5C=CC=CC5)C=6C=CC=CC6)([P](C=7C=CC=CC7)(C=8C=CC=CC8)C=9C=CC=CC9)[P](C=1C=CC=CC1)(C=1C=CC=CC1)C=1C=CC=CC1 (Pd(PPh3)4). The solvent is O1CCOCC1 (1,4-dioxane). Conditions: temperature 50 celsius, time 8 hour. Yields the product C(C)(C)N(C=1C(=NC2=CC=C(C=C2N1)C(=O)OC)C1=CC=NC=C1)C (Methyl 3-(isopropyl(methyl)amino)-2-(pyridin-4-yl)quinoxaline-6-carboxylate). Reaction SMILES: Cl[C:2]1[C:11]([N:12]([CH:14]([CH3:16])[CH3:15])[CH3:13])=[N:10][C:9]2[C:4](=[CH:5][CH:6]=[C:7]([C:17]([O:19][CH3:20])=[O:18])[CH:8]=2)[N:3]=1.[N:21]1[CH:26]=[CH:25][C:24](B(O)O)=[CH:23][CH:22]=1.[O-]P([O-])([O-])=O.[K+].[K+].[K+]>C1C=CC([P]([Pd]([P](C2C=CC=CC=2)(C2C=CC=CC=2)C2C=CC=CC=2)([P](C2C=CC=CC=2)(C2C=CC=CC=2)C2C=CC=CC=2)[P](C2C=CC=CC=2)(C2C=CC=CC=2)C2C=CC=CC=2)(C2C=CC=CC=2)C2C=CC=CC=2)=CC=1.O1CCOCC1>[CH:14]([N:12]([CH3:13])[C:11]1[C:2]([C:24]2[CH:25]=[CH:26][N:21]=[CH:22][CH:23]=2)=[N:3][C:4]2[C:9]([N:10]=1)=[CH:8][C:7]([C:17]([O:19][CH3:20])=[O:18])=[CH:6][CH:5]=2)([CH3:16])[CH3:15] |f:2.3.4.5,^1:41,43,62,81|. Procedure: Into a 10-mL sealed tube, was placed methyl 2-chloro-3-(isopropyl(methyl)amino)quinoxaline-6-carboxylate (150 mg, 0.51 mmol, 1.00 equiv), pyridin-4-ylboronic acid (124.5 mg, 1.02 mmol, 1.99 equiv), Pd(PPh3)4 (59 mg, 0.05 mmol, 0.10 equiv), K3PO4 (433 mg, 2.04 mmol), 1,4-dioxane (4 mL). The resulting solution was stirred for overnight at 50° C. in an oil bath under nitrogen atmosphere. The resulting mixture was concentrated under vacuum. The residue was purified by silica gel column chromatograph... The reactants are CO, CC(=O)O, [H][H], CCOC(=O)N1CCC(O)(C[N+](=O)[O-])CC1. Product: CCOC(=O)N1CCC(O)(CN)CC1. As a reaction SMILES: [CH3:17][OH:18].[CH3:21][C:22](=[O:23])[OH:24].[H:19][H:20].[OH:1][C:2]1([CH2:13][N+:14]([O-:15])=[O:16])[CH2:3][CH2:4][N:5]([C:8](=[O:9])[O:10][CH2:11][CH3:12])[CH2:6][CH2:7]1>>[OH:1][C:2]1([CH2:13][NH2:14])[CH2:3][CH2:4][N:5]([C:8](=[O:9])[O:10][CH2:11][CH3:12])[CH2:6][CH2:7]1.